This data is from the Open Reaction Database (ORD), a public repository of structured organic reaction records. The task is: describe an organic reaction: reactants, conditions, products, and yield The reactants are COC=1NC(NN1)=O (5-methoxy-2,4-dihydro-3H-1,2,4-triazol-3-one), C([O-])([O-])=O.[K+].[K+] (potassium carbonate), BrC=1C=C(CBr)C=CC1 (3-bromobenzylbromide), O (water). Run in C(C)#N (acetonitrile), C(C)#N (acetonitrile). Conditions: time 6 hour. The product is BrC=1C=C(CN2C(NN=C2OC)=O)C=CC1 (4-(3-bromobenzyl)-5-methoxy-2,4-dihydro-3H-1,2,4-triazol-3-one). The yield is 29.9%. Reaction SMILES: [CH3:1][O:2][C:3]1[NH:4][C:5](=[O:8])[NH:6][N:7]=1.C(=O)([O-])[O-].[K+].[K+].[Br:15][C:16]1[CH:17]=[C:18]([CH:21]=[CH:22][CH:23]=1)[CH2:19]Br.O>C(#N)C>[Br:15][C:16]1[CH:17]=[C:18]([CH:21]=[CH:22][CH:23]=1)[CH2:19][N:4]1[C:3]([O:2][CH3:1])=[N:7][NH:6][C:5]1=[O:8] |f:1.2.3|. Procedure: To a solution of 2.30 g (20 mmol) of 5-methoxy-2,4-dihydro-3H-1,2,4-triazol-3-one in 20 ml acetonitrile was added 2.90 g (21 mmol) of potassium carbonate. A solution of 5.00 g (20 mmol) of 3-bromobenzylbromide in 20 ml of dry acetonitrile was added dropwise thereto at 55° C. After the mixture was stirred at the same temperature for additional 6 hours, water was added to the reaction mixture and the mixture was extracted with ethyl acetate. The organic layer was washed with water, dried and conce... Reaction SMILES: [Br:1][C:2]1[CH:3]=[C:4]([CH2:20][C:21](O)=[O:22])[CH:5]=[CH:6][C:7]=1[O:8][CH2:9][C:10]1[CH:19]=[CH:18][C:17]2[C:12](=[CH:13][CH:14]=[CH:15][CH:16]=2)[N:11]=1.[CH3:24][S:25]([NH2:28])(=[O:27])=[O:26].Cl.C(N=C=NCCCN(C)C)C.CN(C1C=CC=CN=1)C>>[Br:1][C:2]1[CH:3]=[C:4]([CH2:20][C:21]([CH2:24][S:25]([NH2:28])(=[O:27])=[O:26])=[O:22])[CH:5]=[CH:6][C:7]=1[O:8][CH2:9][C:10]1[CH:19]=[CH:18][C:17]2[C:12](=[CH:13][CH:14]=[CH:15][CH:16]=2)[N:11]=1 |f:2.3|. The reactants are BrC=1C=C(C=CC1OCC1=NC2=CC=CC=C2C=C1)CC(=O)O (2-[3-Bromo-4-(quinolin-2-yl-methoxy)phenyl]acetic acid), CS(=O)(=O)N (methanesulphonamide), Cl.C(C)N=C=NCCCN(C)C (N-ethyl-N'-dimethylaminopropylcarbodiimide hydrochloride), CN(C)C1=NC=CC=C1 (dimethylaminopyridine). The product is BrC=1C=C(C=CC1OCC1=NC2=CC=CC=C2C=C1)CC(=O)CS(=O)(=O)N (2-[3-Bromo-4-(quinolin-2-yl-methoxy)phenyl]acetylmethanesulphonamide). Reported procedure: In anology to the procedure of Example XVI, the title compound is prepared from 2.8 g (7.5 mmol) of the compound from Example XXI, 0.71 g (7.5 mmol) of dried methanesulphonamide, 1.44 g (7.5 mmol) of N-ethyl-N'-dimethylaminopropylcarbodiimide hydrochloride and 0.92 g (7.5 mmol) of dimethylaminopyridine.